From a dataset of the Open Reaction Database (ORD), a public repository of structured organic reaction records. describe an organic reaction: reactants, conditions, products, and yield Reactants: CC1=C(C=CC(=C1)C=1OC(=NN1)C)C1=CC=C(C=C1)C(=O)N1CCC=2C=C3C(=CC12)C1(CCNCC1)CO3 (5-(2'-methyl-4'-(5-methyl-1,3,4-oxadiazol-2-yl)biphenyl-4-carbonyl)-2,3,6,7-tetrahydrospiro[furo[2,3-f]indole-3,4'-piperidine]), COCCBr (2-bromoethyl methyl ether), Hydrochloride salt. Reaction SMILES: [CH3:1][C:2]1[CH:7]=[C:6]([C:8]2[O:9][C:10]([CH3:13])=[N:11][N:12]=2)[CH:5]=[CH:4][C:3]=1[C:14]1[CH:19]=[CH:18][C:17]([C:20]([N:22]2[C:30]3[CH:29]=[C:28]4[C:31]5([CH2:37][O:38][C:27]4=[CH:26][C:25]=3[CH2:24][CH2:23]2)[CH2:36][CH2:35][NH:34][CH2:33][CH2:32]5)=[O:21])=[CH:16][CH:15]=1.[CH3:39][O:40][CH2:41][CH2:42]Br>>[CH3:39][O:40][CH2:41][CH2:42][N:34]1[CH2:33][CH2:32][C:31]2([C:28]3[C:27](=[CH:26][C:25]4[CH2:24][CH2:23][N:22]([C:20]([C:17]5[CH:16]=[CH:15][C:14]([C:3]6[CH:4]=[CH:5][C:6]([C:8]7[O:9][C:10]([CH3:13])=[N:11][N:12]=7)=[CH:7][C:2]=6[CH3:1])=[CH:19][CH:18]=5)=[O:21])[C:30]=4[CH:29]=3)[O:38][CH2:37]2)[CH2:36][CH2:35]1. Procedure: The title compound was prepared from 5-(2'-methyl-4'-(5-methyl-1,3,4-oxadiazol-2-yl)biphenyl-4-carbonyl)-2,3,6,7-tetrahydrospiro[furo[2,3-f]indole-3,4'-piperidine] (E17 in WO 96/19477) and 2-bromoethyl methyl ether using a similar procedure to Example 2, with a reaction time of 31 hours heating under reflux (33%). Hydrochloride salt m.p. 238-240° C. Product: COCCN1CCC2(CC1)COC1=CC=3CCN(C3C=C12)C(=O)C1=CC=C(C=C1)C1=C(C=C(C=C1)C=1OC(=NN1)C)C (1'-(2-Methoxyethyl)-5-(2'-methyl-4'-(5-methyl-1,3,4-oxadiazol-2-yl)biphenyl-4-carbonyl)-2,3,6,7-tetrahydrospiro[furo[2,3-f]indole-3,4'-piperidine]). The reactants are NCCC1=CC=C(C=C1)NS(=O)(=O)C1=CC=CC=C1 (N-[4-(2-aminoethyl)phenyl]benzenesulfonamide), FC1=CC=C(OC[C@H]2OC2)C=C1 ((S)-2-[(4-Fluorophenoxy)methyl]oxirane). Yields the product FC1=CC=C(OC[C@H](CNCCC2=CC=C(C=C2)NS(=O)(=O)C2=CC=CC=C2)O)C=C1 ((S)-N-[4-[2-[[3-(4-fluorophenoxy)-2-hydroxypropyl]amino]ethyl]phenyl]benzenesulfonamide). As a reaction SMILES: [NH2:1][CH2:2][CH2:3][C:4]1[CH:9]=[CH:8][C:7]([NH:10][S:11]([C:14]2[CH:19]=[CH:18][CH:17]=[CH:16][CH:15]=2)(=[O:13])=[O:12])=[CH:6][CH:5]=1.[F:20][C:21]1[CH:31]=[CH:30][C:24]([O:25][CH2:26][C@@H:27]2[CH2:29][O:28]2)=[CH:23][CH:22]=1>>[F:20][C:21]1[CH:31]=[CH:30][C:24]([O:25][CH2:26][C@@H:27]([OH:28])[CH2:29][NH:1][CH2:2][CH2:3][C:4]2[CH:5]=[CH:6][C:7]([NH:10][S:11]([C:14]3[CH:15]=[CH:16][CH:17]=[CH:18][CH:19]=3)(=[O:13])=[O:12])=[CH:8][CH:9]=2)=[CH:23][CH:22]=1. Procedure: In a manner analogous to that of Example 7, the title compound was prepared from the amine from Example 6 and the epoxide from Example 141: 1H NMR (300 MHz, CD3OD): 2.93 (m, 2H), 3.1-3.28 (m, 4H), 3.96 (m, 2H), 4.2 (m, 1H), 6.9-7.16 (m, 8H), 7.5 (m, 3H), 7.74 (d, J=7Hz, 1H); FAB-MS m/z 445 (M+1). The reactants are Cn1cccc1C=O, CCO, CC1=CC(=O)C(C)(C)O1, [Cl-], [Na+], [Na+], [OH-]. Yields the product Cn1cccc1C=CC1=CC(=O)C(C)(C)O1. As a reaction SMILES: [CH3:1][n:2]1[c:3]([CH:7]=[O:8])[cH:4][cH:5][cH:6]1.[CH3:22][CH2:23][OH:24].[CH3:9][C:10]1([CH3:17])[O:11][C:12]([CH3:16])=[CH:13][C:14]1=[O:15].[Cl-:21].[Na+:19].[Na+:20].[OH-:18]>>[CH3:1][n:2]1[c:3]([CH:7]=[CH:16][C:12]2=[CH:13][C:14](=[O:15])[C:10]([CH3:9])([CH3:17])[O:11]2)[cH:4][cH:5][cH:6]1. The reactants are O=C1N(C(CC1)=O)C1=NN(C2=CC(=C(C=C12)OC1=C(C=C(C=C1)F)F)C(=O)[O-])CC(C)(C)F (2,5-dioxopyrrolidin-1-yl-5-(2,4-difluorophenoxy)-1-(2-fluoro-2-methylpropyl)-1H-indazole-6-carboxylate), N[C@@H]1C(NCCC1)=O ((S)-3-aminopiperidin-2-one). Solvent: C(C)(=O)OCC (ethyl acetate), ClCCl (dichloromethane). Conditions: time 8 hour. The product is FC1=C(OC=2C=C3C=NN(C3=CC2C(=O)N[C@@H]2C(NCCC2)=O)CC(C)(C)F)C=CC(=C1)F ((S)-5-(2,4-difluorophenoxy)-1-(2-fluoro-2-methylpropyl)-N-(2-oxopiperidin-3-yl)-1H-indazole-6-carboxamide). Isolated yield 1000.8%. As a reaction SMILES: O=C1CCC(=O)N1[C:8]1[C:16]2[C:11](=[CH:12][C:13]([C:26]([O-])=[O:27])=[C:14]([O:17][C:18]3[CH:23]=[CH:22][C:21]([F:24])=[CH:20][C:19]=3[F:25])[CH:15]=2)[N:10]([CH2:29][C:30]([F:33])([CH3:32])[CH3:31])[N:9]=1.[NH2:34][C@H:35]1[CH2:40][CH2:39][CH2:38][NH:37][C:36]1=[O:41]>ClCCl.C(OCC)(=O)C>[F:25][C:19]1[CH:20]=[C:21]([F:24])[CH:22]=[CH:23][C:18]=1[O:17][C:14]1[CH:15]=[C:16]2[C:11](=[CH:12][C:13]=1[C:26]([NH:34][C@H:35]1[CH2:40][CH2:39][CH2:38][NH:37][C:36]1=[O:41])=[O:27])[N:10]([CH2:29][C:30]([F:33])([CH3:31])[CH3:32])[N:9]=[CH:8]2. Reported procedure: To a solution of 2,5-dioxopyrrolidin-1-yl-5-(2,4-difluorophenoxy)-1-(2-fluoro-2-methylpropyl)-1H-indazole-6-carboxylate (100 mg, 0.217 mmol; prepared according to Example 26) in dichloromethane (1 mL) was added (S)-3-aminopiperidin-2-one (prepared according to Example 3; 521 mg, 4.56 mmol), and the reaction mixture was allowed to stir overnight at ambient temperature. The reaction mixture was diluted with ethyl acetate and washed with 1M hydrochloric acid, 1M sodium hydroxide, saturated sodium b... The reactants are CC1=C(SC=N1)/C=C\C2=C(N3[C@@H]([C@@H](C3=O)NC(=O)/C(=N\OC)/C4=CSC(=N4)N)SC2)C(=O)[O-].[Na+] (Cefditoren Sodium), C([O-])(O)=O.[Na+] (sodium bicarbonate), C(C)(C)OC(C)C (isopropyl ether), C(C(C)(C)C)(=O)OCI (iodomethyl pivalate). Reagents/catalysts: S(=O)(=O)(O)[O-].C(CCC)[N+](CCCC)(CCCC)CCCC (tetra butyl ammonium hydrogen sulphate). The solvent is CN(C)C=O (DMF), O (Water). Conditions: temperature -20 celsius. The product is CC1=C(SC=N1)/C=C\C2=C(N3[C@@H]([C@@H](C3=O)NC(=O)/C(=N\OC)/C4=CSC(=N4)N)SC2)C(=O)OCOC(=O)C(C)(C)C (Cefditoren Pivoxil). Isolated yield 97.0%. Reaction SMILES: [CH3:1][C:2]1[N:6]=[CH:5][S:4][C:3]=1/[CH:7]=[CH:8]\[C:9]1[CH2:30][S:29][C@@H:12]2[C@H:13]([NH:16][C:17](/[C:19](/[C:23]3[N:27]=[C:26]([NH2:28])[S:25][CH:24]=3)=[N:20]\[O:21][CH3:22])=[O:18])[C:14](=[O:15])[N:11]2[C:10]=1[C:31]([O-:33])=[O:32].[Na+].C(=O)(O)[O-].[Na+].[C:40]([O:46][CH2:47]I)(=[O:45])[C:41]([CH3:44])([CH3:43])[CH3:42].C(OC(C)C)(C)C>S([O-])(O)(=O)=O.C([N+](CCCC)(CCCC)CCCC)CCC.O.CN(C=O)C>[CH3:1][C:2]1[N:6]=[CH:5][S:4][C:3]=1/[CH:7]=[CH:8]\[C:9]1[CH2:30][S:29][C@@H:12]2[C@H:13]([NH:16][C:17](/[C:19](/[C:23]3[N:27]=[C:26]([NH2:28])[S:25][CH:24]=3)=[N:20]\[O:21][CH3:22])=[O:18])[C:14](=[O:15])[N:11]2[C:10]=1[C:31]([O:33][CH2:47][O:46][C:40]([C:41]([CH3:44])([CH3:43])[CH3:42])=[O:45])=[O:32] |f:0.1,2.3,6.7|. Procedure details: To DMF (80 ml), Cefditoren Sodium (10 gm) was added at 30° C. and stirred to get a clear solution. To the clear solution, solid sodium bicarbonate (1.6 gm), and tetra butyl ammonium hydrogen sulphate were added. The reaction mass was cooled to −20° C. and iodomethyl pivalate (9.76 gm) was charged and stirred for 60 minutes. The reaction mass was poured into isopropyl ether (100 ml). To this reaction mixture DM Water (100 ml) was added. The solid obtained was stirred at 5° C., filtered, washed wi... Starting materials: C(C)NC(=O)C(COCCC(=O)O)(C1=CC=CC=C1)C(NCC)=O (3-(2,2′-bisethylcarbamoyl-2-phenylethoxy)propionic acid), CN(C(=O)C1=C(C=CC(=C1)O)NC(=O)C=1C(=CC=CC1)C1=CC=C(C=C1)C(F)(F)F)C (4′-trifluoromethylbiphenyl-2-carboxylic acid (2-dimethylcarbamoyl-4-hydroxyphenyl)amide), CCN=C=NCCCN(C)C (WSC). The reagents and catalysts are CN(C1=CC=NC=C1)C (4-Dimethylaminopyridine). The solvent is CC(=O)C (acetone). Run at time 3 hour. The product is CN(C(=O)C=1C=C(C=CC1NC(=O)C=1C(=CC=CC1)C1=CC=C(C=C1)C(F)(F)F)OC(CCOCC(C1=CC=CC=C1)(C(NCC)=O)C(NCC)=O)=O)C (3-(2,2′-bisethylcarbamoyl-2-phenylethoxy)propionic acid 3-dimethylcarbamoyl-4-[(4′-trifluoromethylbiphenyl-2-carbonyl)amino]phenyl ester). Isolated yield 58.8%. Reaction SMILES: [CH2:1]([NH:3][C:4]([C:6]([C:20](=[O:24])[NH:21][CH2:22][CH3:23])([C:14]1[CH:19]=[CH:18][CH:17]=[CH:16][CH:15]=1)[CH2:7][O:8][CH2:9][CH2:10][C:11]([OH:13])=[O:12])=[O:5])[CH3:2].[CH3:25][N:26]([CH3:55])[C:27]([C:29]1[CH:34]=[C:33](O)[CH:32]=[CH:31][C:30]=1[NH:36][C:37]([C:39]1[C:40]([C:45]2[CH:50]=[CH:49][C:48]([C:51]([F:54])([F:53])[F:52])=[CH:47][CH:46]=2)=[CH:41][CH:42]=[CH:43][CH:44]=1)=[O:38])=[O:28].CCN=C=NCCCN(C)C>CN(C)C1C=CN=CC=1.CC(C)=O>[CH3:25][N:26]([CH3:55])[C:27]([C:29]1[CH:34]=[C:33]([O:12][C:11](=[O:13])[CH2:10][CH2:9][O:8][CH2:7][C:6]([C:20](=[O:24])[NH:21][CH2:22][CH3:23])([C:4](=[O:5])[NH:3][CH2:1][CH3:2])[C:14]2[CH:19]=[CH:18][CH:17]=[CH:16][CH:15]=2)[CH:32]=[CH:31][C:30]=1[NH:36][C:37]([C:39]1[C:40]([C:45]2[CH:46]=[CH:47][C:48]([C:51]([F:52])([F:53])[F:54])=[CH:49][CH:50]=2)=[CH:41][CH:42]=[CH:43][CH:44]=1)=[O:38])=[O:28]. Procedure: 4-Dimethylaminopyridine (55 mg), 3-(2,2′-bisethylcarbamoyl-2-phenylethoxy)propionic acid (115 mg) and 4′-trifluoromethylbiphenyl-2-carboxylic acid (2-dimethylcarbamoyl-4-hydroxyphenyl)amide (161 mg) were dissolved in acetone (5 mL), and thereto was added WSC (86 mg). The mixture was stirred at room temperature for 3 hours and then concentrated. The residue was purified by column chromatography on silica gel (ethyl acetate:hexane=4:1→1:0) to give 3-(2,2′-bisethylcarbamoyl-2-phenylethoxy)propionic...